This data is from the Open Reaction Database (ORD), a public repository of structured organic reaction records. The task is: describe an organic reaction: reactants, conditions, products, and yield The reagents and catalysts are S(O)(O)(=O)=O (sulfuric acid). Procedure details: Into a 200 ml flask having four openings and equipped with a thermometer, a tube for introducing nitrogen gas into the flask, and a reflux tube were put 10.0 grams (0.11 mol) of 3,4-dihydro-2H-pyran, 12.8 grams (100 mmol) of norbornane-2,3-diol and 50 ml of dry tetrahydrofuran. Then, they were stirred. Then, five drops of thick sulfuric acid were added. Thereafter, the mixture was allowed to stand at a room temperature for 24 hours. After the mixture was cooled down to room temperature, 3 grams ... As a reaction SMILES: [O:1]1[CH:6]=[CH:5][CH2:4][CH2:3][CH2:2]1.[CH:7]12[CH2:13][CH:10]([CH2:11][CH2:12]1)[CH:9](O)[CH:8]2[OH:15].C(=O)([O-])[O-:17].[Na+].[Na+].S([O-])([O-])(=O)=O.[Na+].[Na+]>S(=O)(=O)(O)O.O1CCCC1>[O:1]1[CH2:2][CH2:3][CH2:4][CH2:5][CH:6]1[O:15][CH:8]1[CH2:9][CH:10]2[CH2:13][C:7]1([OH:17])[CH2:12][CH2:11]2 |f:2.3.4,5.6.7|. Reactants: O1CCCC=C1 (3,4-dihydro-2H-pyran), C12C(C(C(CC1)C2)O)O (norbornane-2,3-diol), solid, C([O-])([O-])=O.[Na+].[Na+] (sodium carbonate), S(=O)(=O)([O-])[O-].[Na+].[Na+] (sodium sulfate). Isolated yield 19.0%. The product is O1C(CCCC1)OC1C2(CCC(C1)C2)O ((2-tetrahydropyranyl)oxynorbornyl alcohol). The solvent is O1CCCC1 (tetrahydrofuran). Reaction conditions: time 24 hour. Reactants: C(C)C1=C(C(=CC=C1)CC)C(O)C=1NC=CN1 ((2,6-diethyl-phenyl)-(1H-imidazol-2-yl)-methanol), [OH-].[Na+] (sodium hydroxide). The reagents and catalysts are [Zn] (zinc). The solvent is Cl (HCl). The product is C(C)C1=C(CC=2NC=CN2)C(=CC=C1)CC (2-(2,6-Diethyl-benzyl)-1H-imidazole). As a reaction SMILES: [CH2:1]([C:3]1[CH:8]=[CH:7][CH:6]=[C:5]([CH2:9][CH3:10])[C:4]=1[CH:11]([C:13]1[NH:14][CH:15]=[CH:16][N:17]=1)O)[CH3:2].[OH-].[Na+]>Cl.[Zn]>[CH2:1]([C:3]1[CH:8]=[CH:7][CH:6]=[C:5]([CH2:9][CH3:10])[C:4]=1[CH2:11][C:13]1[NH:14][CH:15]=[CH:16][N:17]=1)[CH3:2] |f:1.2|. Procedure: To a solution of 90 mg (0.39 mmol) (2,6-diethyl-phenyl)-(1H-imidazol-2-yl)-methanol (Example 96) in 2 ml concentrated aqueous HCl solution were added 500 mg zinc foil and heated to reflux for 20 hours. Then the mixture was cooled to ambient temperature, aqueous sodium hydroxide solution added, the turbid solution filtered and the filtrate extracted with ethyl acetate. The combined extracts were washed with brine, dried over Na2SO4, filtered and evaporated. 2-(2,6-Diethyl-benzyl)-1H-imidazole was... Reactants: O=C([O-])O, CNCC1(O)CCN(Cc2ccccc2)CC1, Cc1ccccc1, ClCCl, O=C(Cl)Cl, [Na+]. Product: CN1CC2(CCN(Cc3ccccc3)CC2)OC1=O. As a reaction SMILES: [C:25](=[O:26])([OH:27])[O-:28].[CH2:1]([c:2]1[cH:3][cH:4][cH:5][cH:6][cH:7]1)[N:8]1[CH2:9][CH2:10][C:11]([CH2:14][NH:15][CH3:16])([OH:17])[CH2:12][CH2:13]1.[CH3:30][c:31]1[cH:32][cH:33][cH:34][cH:35][cH:36]1.[Cl:18][CH2:19][Cl:20].[Cl:21][C:22]([Cl:23])=[O:24].[Na+:29]>>[CH2:1]([c:2]1[cH:3][cH:4][cH:5][cH:6][cH:7]1)[N:8]1[CH2:9][CH2:10][C:11]2([CH2:12][CH2:13]1)[CH2:14][N:15]([CH3:16])[C:22](=[O:24])[O:17]2. Starting materials: ClCCCOC1=CC=C(C=C1)C=1N=C2N(C=CC=C2C)C1 (2-(4-chloropropoxyphenyl)-8-methylimidazo[1,2-a]pyridine), CC(C1=CC=CC=C1)N (alpha-methylbenzylamine), C(CCC)NCCCC (dibutylamine). Yields the product CC(C1=CC=CC=C1)NCCCOC1=CC=C(C=C1)C=1N=C2N(C=CC=C2C)C1 (2-(4-alpha-Methylbenzylaminopropoxyphenyl)-8-methylimidazo[1,2-a]pyridine). Reaction SMILES: Cl[CH2:2][CH2:3][CH2:4][O:5][C:6]1[CH:11]=[CH:10][C:9]([C:12]2[N:13]=[C:14]3[C:19]([CH3:20])=[CH:18][CH:17]=[CH:16][N:15]3[CH:21]=2)=[CH:8][CH:7]=1.[CH3:22][CH:23]([NH2:30])[C:24]1[CH:29]=[CH:28][CH:27]=[CH:26][CH:25]=1.C(NCCCC)CCC>>[CH3:22][CH:23]([NH:30][CH2:2][CH2:3][CH2:4][O:5][C:6]1[CH:11]=[CH:10][C:9]([C:12]2[N:13]=[C:14]3[C:19]([CH3:20])=[CH:18][CH:17]=[CH:16][N:15]3[CH:21]=2)=[CH:8][CH:7]=1)[C:24]1[CH:29]=[CH:28][CH:27]=[CH:26][CH:25]=1. Procedure details: This compound was prepared according to the procedure described in Example 1 of U.S. Pat. No. 4,727,145. using 2-(4-chloropropoxyphenyl)-8-methylimidazo[1,2-a]pyridine and alpha-methylbenzylamine instead of 2-(4-chloropropoxyphenyl)-imidazo[1,2-a]pyridine and dibutylamine respectively. Analysis: Calc'd for C25H27N3O 3HCl; C, 6.11; H, 60.8; N, 8.49. Found: C, 6.51; H, 60.43; N, 8.36. The reactants are NC1=C(C(=O)OC)C=C(C=C1)OCCOC (methyl 2-amino-5-(2-methoxyethoxyl)benzoate), Cl.C(=N)N (formamidine hydrochloride). Solvent: CCO (EtOH). Run at temperature 130 celsius. The product is OC1=NC=NC2=CC=C(C=C12)OCCOC (4-hydroxy-6-(2-methoxyethoxy)quinazoline). The yield is 95.2%. As a reaction SMILES: [NH2:1][C:2]1[CH:11]=[CH:10][C:9]([O:12][CH2:13][CH2:14][O:15][CH3:16])=[CH:8][C:3]=1[C:4](OC)=[O:5].Cl.[CH:18](N)=[NH:19]>CCO>[OH:5][C:4]1[C:3]2[C:2](=[CH:11][CH:10]=[C:9]([O:12][CH2:13][CH2:14][O:15][CH3:16])[CH:8]=2)[N:1]=[CH:18][N:19]=1 |f:1.2|. Procedure details: To methyl 2-amino-5-(2-methoxyethoxyl)benzoate (964 mg, 4.2 mmol) in absolute EtOH (25 mL) was added formamidine hydrochloride (1.4 g, 17.2 mmol) and the mixture heated in a sealed tube at 130° C. overnight. The mixture was cooled to room temperatureand filtered to give 4-hydroxy-6-(2-methoxyethoxy)quinazoline (871 mg, 4.0 mmol, 95%). 1H NMR (300 MHz, DMSO-d6) δ 8.42 (br s, 1H), 7.99 (s, 1H), 7.61 (d, 1H), 7.50 (d, 1H), 7.43 (dd, 1H), 4.21 (dd, 2H), 3.70 (dd, 2H), 3.32 (s, 3H); LC-MS (ESI) m/z 2... Starting materials: C1COCCO1, Nc1cccc(-n2c(=O)c(Cc3ccccc3)nc3cccnc32)c1, S=C=Nc1ccccc1. Yields the product O=c1c(Cc2ccccc2)nc2cccnc2n1-c1cccc(NC(=S)Nc2ccccc2)c1. As a reaction SMILES: [CH2:35]1[O:36][CH2:37][CH2:38][O:39][CH2:40]1.[NH2:1][c:2]1[cH:3][c:4](-[n:8]2[c:9]3[c:10]([n:11][c:12]([CH2:15][c:16]4[cH:17][cH:18][cH:19][cH:20][cH:21]4)[c:13]2=[O:14])[cH:22][cH:23][cH:24][n:25]3)[cH:5][cH:6][cH:7]1.[c:26]1([N:32]=[C:33]=[S:34])[cH:27][cH:28][cH:29][cH:30][cH:31]1>>[NH:1]([c:2]1[cH:3][c:4](-[n:8]2[c:9]3[c:10]([n:11][c:12]([CH2:15][c:16]4[cH:17][cH:18][cH:19][cH:20][cH:21]4)[c:13]2=[O:14])[cH:22][cH:23][cH:24][n:25]3)[cH:5][cH:6][cH:7]1)[C:33]([NH:32][c:26]1[cH:27][cH:28][cH:29][cH:30][cH:31]1)=[S:34]. Reactants: COC(=O)c1ccc(NC(=C2C(=O)Nc3ccc([N+](=O)[O-])cc32)c2ccccc2)cc1, CO, [Na+], [OH-]. Yields the product O=C1Nc2ccc([N+](=O)[O-])cc2C1=C(Nc1ccc(C(=O)O)cc1)c1ccccc1. Reaction SMILES: [CH3:1][O:2][C:3](=[O:4])[c:5]1[cH:6][cH:7][c:8]([NH:11][C:12]([c:13]2[cH:14][cH:15][cH:16][cH:17][cH:18]2)=[C:19]2[C:20](=[O:31])[NH:21][c:22]3[cH:23][cH:24][c:25]([N+:28](=[O:29])[O-:30])[cH:26][c:27]32)[cH:9][cH:10]1.[CH3:34][OH:35].[Na+:33].[OH-:32]>>[O:2]=[C:3]([OH:4])[c:5]1[cH:6][cH:7][c:8]([NH:11][C:12]([c:13]2[cH:14][cH:15][cH:16][cH:17][cH:18]2)=[C:19]2[C:20](=[O:31])[NH:21][c:22]3[cH:23][cH:24][c:25]([N+:28](=[O:29])[O-:30])[cH:26][c:27]32)[cH:9][cH:10]1.